From a dataset of the Open Reaction Database (ORD), a public repository of structured organic reaction records. describe an organic reaction: reactants, conditions, products, and yield Reactants: COC(=O)C(C)(C)c1ccc(C#Cc2ccc3c(c2)C(C)(C)CCC3N(C)C2CC2)cc1, CO, [Na+], C1CCOC1, [OH-]. Product: CN(C1CC1)C1CCC(C)(C)c2cc(C#Cc3ccc(C(C)(C)C(=O)O)cc3)ccc21. RXN SMILES: [CH3:1][O:2][C:3]([C:4]([CH3:5])([CH3:6])[c:7]1[cH:8][cH:9][c:10]([C:13]#[C:14][c:15]2[cH:16][c:17]3[c:22]([cH:23][cH:24]2)[CH:21]([N:25]([CH3:26])[CH:27]2[CH2:28][CH2:29]2)[CH2:20][CH2:19][C:18]3([CH3:30])[CH3:31])[cH:11][cH:12]1)=[O:32].[CH3:35][OH:36].[Na+:34].[O:37]1[CH2:38][CH2:39][CH2:40][CH2:41]1.[OH-:33]>>[O:2]=[C:3]([C:4]([CH3:5])([CH3:6])[c:7]1[cH:8][cH:9][c:10]([C:13]#[C:14][c:15]2[cH:16][c:17]3[c:22]([cH:23][cH:24]2)[CH:21]([N:25]([CH3:26])[CH:27]2[CH2:28][CH2:29]2)[CH2:20][CH2:19][C:18]3([CH3:30])[CH3:31])[cH:11][cH:12]1)[OH:32]. The reactants are CC(=O)N(C)C1CCNCC1, CCCSC1=NC(=O)C(=Cc2ccc3c(cnn3Cc3ccc(Cl)cc3C(F)(F)F)c2)S1. The product is CC(=O)N(C)C1CCN(C2=NC(=O)C(=Cc3ccc4c(cnn4Cc4ccc(Cl)cc4C(F)(F)F)c3)S2)CC1. RXN SMILES: [CH3:33][N:34]([C:35]([CH3:36])=[O:37])[CH:38]1[CH2:39][CH2:40][NH:41][CH2:42][CH2:43]1.[Cl:1][c:2]1[cH:3][c:4]([C:29]([F:30])([F:31])[F:32])[c:5]([CH2:6][n:7]2[n:8][cH:9][c:10]3[cH:11][c:12]([CH:16]=[C:17]4[C:18](=[O:26])[N:19]=[C:20]([S:22][CH2:23][CH2:24][CH3:25])[S:21]4)[cH:13][cH:14][c:15]23)[cH:27][cH:28]1>>[Cl:1][c:2]1[cH:3][c:4]([C:29]([F:30])([F:31])[F:32])[c:5]([CH2:6][n:7]2[n:8][cH:9][c:10]3[cH:11][c:12]([CH:16]=[C:17]4[C:18](=[O:26])[N:19]=[C:20]([N:41]5[CH2:40][CH2:39][CH:38]([N:34]([CH3:33])[C:35]([CH3:36])=[O:37])[CH2:43][CH2:42]5)[S:21]4)[cH:13][cH:14][c:15]23)[cH:27][cH:28]1.